Dataset: the Open Reaction Database (ORD), a public repository of structured organic reaction records. Task: describe an organic reaction: reactants, conditions, products, and yield Starting materials: [N+](=O)([O-])C1=C(C(O)=CC=C1)O (3-Nitrocatechol), [F-].[Cs+] (CsF), BrC(C)Br (dibromoethane). The solvent is CN(C)C=O (DMF). Run at temperature 110 celsius. Yields the product [N+](=O)([O-])C1=CC=CC=2OCCOC21 (5-Nitrobenzo[1,4]dioxane). Isolated yield 20.8%. As a reaction SMILES: [N+:1]([C:4]1[CH:10]=[CH:9][CH:8]=[C:6]([OH:7])[C:5]=1[OH:11])([O-:3])=[O:2].[F-].[Cs+].Br[CH:15](Br)[CH3:16]>CN(C=O)C>[N+:1]([C:4]1[C:5]2[O:11][CH2:16][CH2:15][O:7][C:6]=2[CH:8]=[CH:9][CH:10]=1)([O-:3])=[O:2] |f:1.2|. Procedure details: To a solution of compound 8A (3.0 g, 19.4 mmol) in DMF (40 mL) was added CsF (14.7 g, 96.8 mmol), followed by dibromoethane (1.84 mL, 21.3 mmol). The mixture was heated to 110° C. for 1.5 h, then cooled to rt, partitioned between water and Et2O. The separated Et2O layer was washed with water, saturated aqueous NaHCO3, brine, dried (Na2SO4), filtered and concentrated under reduced pressure. The residue was chromatographed (silica gel) eluting with 5% MeOH in CH2Cl2 to afford the title compound (0... Reactants: CCN(C(C)C)C(C)C (DIEA), N1(C=NC=2C=NC=CC21)C2=CC=C(C=C2)CC(=O)O ((4-imidazo[4,5-c]pyridin-1-yl-phenyl)-acetic acid), NC=1C=C(C=CC1)C(F)(F)F (3-aminobenzotrifluoride), CN(C)C(=[N+](C)C)ON1C2=C(C=CC=C2)N=N1.[B-](F)(F)(F)F (TBTU). Run in CN(C)C=O (DMF), CCOC(=O)C (EtOAc). Reaction conditions: time 2 hour. Yields the product N1(C=NC=2C=NC=CC21)C2=CC=C(C=C2)CC(=O)NC2=CC(=CC=C2)C(F)(F)F (2-(4-Imidazo[4,5-c]pyridin-1-yl-phenyl)-N-(3-trifluoromethyl-phenyl]-acetamide). RXN SMILES: CCN(C(C)C)C(C)C.[N:10]1([C:19]2[CH:24]=[CH:23][C:22]([CH2:25][C:26]([OH:28])=O)=[CH:21][CH:20]=2)[C:18]2[CH:17]=[CH:16][N:15]=[CH:14][C:13]=2[N:12]=[CH:11]1.[NH2:29][C:30]1[CH:31]=[C:32]([C:36]([F:39])([F:38])[F:37])[CH:33]=[CH:34][CH:35]=1.CN(C(ON1N=NC2C=CC=CC1=2)=[N+](C)C)C.[B-](F)(F)(F)F>CN(C=O)C.CCOC(C)=O>[N:10]1([C:19]2[CH:20]=[CH:21][C:22]([CH2:25][C:26]([NH:29][C:30]3[CH:35]=[CH:34][CH:33]=[C:32]([C:36]([F:37])([F:38])[F:39])[CH:31]=3)=[O:28])=[CH:23][CH:24]=2)[C:18]2[CH:17]=[CH:16][N:15]=[CH:14][C:13]=2[N:12]=[CH:11]1 |f:3.4|. Reported procedure: 0.15 ml of DIEA are added dropwise to a cold (0° C.) mixture of 55 mg of crude (4-imidazo[4,5-c]pyridin-1-yl-phenyl)-acetic acid, 39 mg of 3-aminobenzotrifluoride and 77 mg of TBTU in 0.5 ml of DMF. The mixture obtained is allowed to warm to rt, stirred for 2 hours, diluted with EtOAc and washed with a saturated aqueous solution of NaHCO3, H2O, and brine. The organic phase obtained is dried (Na2SO4), filtered and concentrated in vacuo. The evaporation residue obtained is purified by silica gel c... Starting materials: IC=1C=NN(C1)CC1=NOC(=C1)C (3-((4-Iodo-1H-pyrazol-1-yl)methyl)-5-methylisoxazole), C[Si](C)(C)C#C (trimethylsilylacetylene), C(C)(C)NC(C)C (Diisopropylamine), C1(=CC=CC=C1)P(C1=CC=CC=C1)C1=CC=CC=C1 (triphenylphosphine). Reagents/catalysts: [Cu]I (copper(I) iodide), C(C)(=O)[O-].[Pd+2].C(C)(=O)[O-] (palladium acetate). Run in CN(C)C=O (DMF). Reaction conditions: temperature 60 celsius. The product is CC1=CC(=NO1)CN1N=CC(=C1)C#C[Si](C)(C)C (5-Methyl-3-((4-((trimethylsilyl)ethynyl)-1H-pyrazol-1-yl)methyl)isoxazole). Reaction SMILES: I[C:2]1[CH:3]=[N:4][N:5]([CH2:7][C:8]2[CH:12]=[C:11]([CH3:13])[O:10][N:9]=2)[CH:6]=1.[CH3:14][Si:15]([C:18]#[CH:19])([CH3:17])[CH3:16].C(NC(C)C)(C)C.C1(P(C2C=CC=CC=2)C2C=CC=CC=2)C=CC=CC=1>CN(C=O)C.[Cu]I.C([O-])(=O)C.[Pd+2].C([O-])(=O)C>[CH3:13][C:11]1[O:10][N:9]=[C:8]([CH2:7][N:5]2[CH:6]=[C:2]([C:19]#[C:18][Si:15]([CH3:17])([CH3:16])[CH3:14])[CH:3]=[N:4]2)[CH:12]=1 |f:6.7.8|. Procedure details: 3-((4-Iodo-1H-pyrazol-1-yl)methyl)-5-methylisoxazole (30) (0.7 g, 2.42 mmol) and trimethylsilylacetylene (0.326 g, 3.32 mmol) were dissolved in DMF (5 ml) and placed under argon. Diisopropylamine (0.47 ml, 3.3 mmol), copper(I) iodide (30 mg, 0.16 mmol), triphenylphosphine (126 mg, 0.242 mmol) and palladium acetate (40 mg, 0.16 mmol) were added and the flask was flushed with argon. The reaction was heated at 60° C. for 1 hour. It was cooled to room temperature and diluted with water (20 ml) and e... Starting materials: Cc1nc(Cl)ccc1C(=O)Nc1ccc(Cl)c(-c2ccccn2)c1, O=C1CNCCN1. Product: Cc1nc(N2CCNC(=O)C2)ccc1C(=O)Nc1ccc(Cl)c(-c2ccccn2)c1. As a reaction SMILES: [Cl:1][c:2]1[n:3][c:4]([CH3:24])[c:5]([C:6](=[O:7])[NH:8][c:9]2[cH:10][c:11](-[c:16]3[n:17][cH:18][cH:19][cH:20][cH:21]3)[c:12]([Cl:15])[cH:13][cH:14]2)[cH:22][cH:23]1.[NH:25]1[C:26](=[O:31])[CH2:27][NH:28][CH2:29][CH2:30]1>>[c:2]1([N:28]2[CH2:27][C:26](=[O:31])[NH:25][CH2:30][CH2:29]2)[n:3][c:4]([CH3:24])[c:5]([C:6](=[O:7])[NH:8][c:9]2[cH:10][c:11](-[c:16]3[n:17][cH:18][cH:19][cH:20][cH:21]3)[c:12]([Cl:15])[cH:13][cH:14]2)[cH:22][cH:23]1. The solvent is O (H2O), C1CCOC1 (THF), O (H2O), CC#N (MeCN). RXN SMILES: C[O:2][C:3]([C:5]1[CH:16]=[CH:15][CH:14]=[CH:13][C:6]=1[CH2:7][C@@H:8]([C:10]([O-:12])=[O:11])[NH2:9])=[O:4].O[Li].O.C(O)(C(F)(F)F)=O.Cl>CC#N.O.C1COCC1>[C:3]([C:5]1[CH:16]=[CH:15][CH:14]=[CH:13][C:6]=1[CH2:7][C@@H:8]([C:10]([OH:12])=[O:11])[NH2:9])([OH:4])=[O:2] |f:1.2|. Procedure: To a 50 mL 3-necked flask equipped with a magnetic stirrer and a nitrogen inlet were added 0.12 g of methyl N-(4-(((2,4-diamino-6-pteridinyl)methyl)methylamino)benzoyl)-5-O-methyl-L-glutam-1-yl)-2-(methoxycarbonyl)-L-phenylalaninate and 10 mL of 1:1 H2O:THF. The mixture was treated with 29 mg of LiOH.H2O (J. T. Baker Chemical Co., Phillipsburg, N.J.) and stirred at RT under nitrogen. After 48 h, analysis by HPLC (C18, 75:25:0.1 H2O:MeCN:TFA) indicated a major new component at k'=1.70 (ca. 90%) a... Conditions: time 48 hour. Yields the product C(=O)(O)C1=C(C[C@H](N)C(=O)O)C=CC=C1 (2-carboxy-L-phenylalanine). Reactants: COC(=O)C1=C(C[C@H](N)C(=O)[O-])C=CC=C1 (2-(methoxycarbonyl)-L-phenylalaninate), Cl (HCl), 1.70, O[Li].O (LiOH.H2O), C(=O)(C(F)(F)F)O (TFA). The solvent is C(C)#N (acetonitrile). The product is [Br-].C(CCCCCCC)C1=C(C(=CC2=CC=CC=C12)C)[N+]1=CNC(=C1Cl)Cl (1-octyl-3-methylnaphthyl-4,5-dichloroimidazolium bromide). Procedure: 4,5-Dichloroimidazole (1.23 g, 9 mmol) will be dissolved into acetonitrile. Potassium hydroxide (0.61 g, 9.9 mmol) will be added and the mixture will be allowed to stir for 0.5 h. 1-bromooctane (1.55 mL, 9 mmol) will be added and the solution will be allowed to reflux overnight. The solution will be filtered hot to remove a white precipitate (presumed to be KBr) and 2-bromomethylnaphthalene (1.98 g, 9 mmol) will be added and the mixture will be returned to reflux overnight. The mixture will be a... Reaction SMILES: [Cl:1][C:2]1[N:3]=[CH:4][NH:5][C:6]=1[Cl:7].[OH-].[K+].[Br:10][CH2:11][CH2:12][CH2:13][CH2:14][CH2:15][CH2:16][CH2:17][CH3:18].[K+].[Br-].Br[CH2:22][C:23]1[CH:32]=[CH:31][C:30]2[C:25](=[CH:26][CH:27]=[CH:28][CH:29]=2)[CH:24]=1>C(#N)C>[Br-:10].[CH2:11]([C:31]1[C:30]2[C:25](=[CH:26][CH:27]=[CH:28][CH:29]=2)[CH:24]=[C:23]([CH3:22])[C:32]=1[N+:3]1[C:2]([Cl:1])=[C:6]([Cl:7])[NH:5][CH:4]=1)[CH2:12][CH2:13][CH2:14][CH2:15][CH2:16][CH2:17][CH3:18] |f:1.2,4.5,8.9|. Reaction conditions: time 0.5 hour. Reactants: ClC=1N=CNC1Cl (4,5-Dichloroimidazole), [OH-].[K+] (Potassium hydroxide), BrCCCCCCCC (1-bromooctane), [K+].[Br-] (KBr), BrCC1=CC2=CC=CC=C2C=C1 (2-bromomethylnaphthalene). The reactants are C1(=CC=CC=C1)N=C(C=1C(C(=O)O)=C(C(=C(C1Br)Br)Br)Br)O (tetrabromophthalic acid N-phenylimide), COC1=C(C=CC=C1)S (o-methoxythiophenol), C([O-])([O-])=O.[K+].[K+] (potassium carbonate). Product: C1(=CC=CC=C1)N=C(C=1C(C(=O)O)=C(C(=C(C1SC1=C(C=CC=C1)OC)SC1=C(C=CC=C1)OC)SC1=C(C=CC=C1)OC)SC1=C(C=CC=C1)OC)O (Tetrakis-(o-methoxyphenylthio)-phthalic acid N-phenylimide). RXN SMILES: [C:1]1([N:7]=[C:8]([OH:22])[C:9]2[C:10](=[C:14](Br)[C:15](Br)=[C:16](Br)[C:17]=2Br)[C:11]([OH:13])=[O:12])[CH:6]=[CH:5][CH:4]=[CH:3][CH:2]=1.[CH3:23][O:24][C:25]1[CH:30]=[CH:29][CH:28]=[CH:27][C:26]=1[SH:31].[C:32](=[O:35])([O-])[O-].[K+].[K+]>O1CCCC1>[C:1]1([N:7]=[C:8]([OH:22])[C:9]2[C:10](=[C:14]([S:31][C:26]3[CH:27]=[CH:28][CH:29]=[CH:30][C:25]=3[O:35][CH3:32])[C:15]([S:31][C:26]3[CH:27]=[CH:28][CH:29]=[CH:30][C:25]=3[O:24][CH3:23])=[C:16]([S:31][C:26]3[CH:27]=[CH:28][CH:29]=[CH:30][C:25]=3[O:24][CH3:23])[C:17]=2[S:31][C:26]2[CH:27]=[CH:28][CH:29]=[CH:30][C:25]=2[O:24][CH3:23])[C:11]([OH:13])=[O:12])[CH:6]=[CH:5][CH:4]=[CH:3][CH:2]=1 |f:2.3.4|. Procedure: 2 g (3.71 millimols) of tetrabromophthalic acid N-phenylimide, 2.34 g (16.7 millimols) of o-methoxythiophenol, 3.34 g (24.2 millimols) of potassium carbonate and 20 ml of tetrahydrofuran are stirred at 25° C. for 24 hours. After acidification, the mixture is extracted with methylene chloride, the extracts are dried and evaporated and the residue is recrystallised from toluene. This yields 2.75 g (96% of theory) of the title imide; melting point 142°-6° C. The solvent is O1CCCC1 (tetrahydrofuran).